From a dataset of the Open Reaction Database (ORD), a public repository of structured organic reaction records. describe an organic reaction: reactants, conditions, products, and yield Solvent: CN(C=O)C (N,N-dimethylformamide). Conditions: temperature 50 celsius, time 7 hour. RXN SMILES: [CH2:1]([O:5][C:6]1[CH:11]=[C:10](S(C)(=O)=O)[N:9]=[CH:8][N:7]=1)[C:2]#[C:3][CH3:4].C(=O)([O-])[O-].[K+].[K+].[F:22][C:23]1[C:30]([F:31])=[CH:29][CH:28]=[CH:27][C:24]=1[CH2:25][OH:26].[Cl-].[NH4+]>CN(C)C=O>[F:22][C:23]1[C:30]([F:31])=[CH:29][CH:28]=[CH:27][C:24]=1[CH2:25][O:26][C:10]1[CH:11]=[C:6]([O:5][CH2:1][C:2]#[C:3][CH3:4])[N:7]=[CH:8][N:9]=1 |f:1.2.3,5.6|. The reactants are C(C#CC)OC1=NC=NC(=C1)S(=O)(=O)C (4-(2-butynyloxy)-6-methanesulfonylpyrimidine), C([O-])([O-])=O.[K+].[K+] (potassium carbonate), FC1=C(CO)C=CC=C1F (2,3-difluorobenzylalcohol), [Cl-].[NH4+] (ammonium chloride). Procedure details: To 2 ml of N,N-dimethylformamide were added 0.15 g of 4-(2-butynyloxy)-6-methanesulfonylpyrimidine, 0.14 g of potassium carbonate, and 0.16 g of 2,3-difluorobenzylalcohol, followed by stirring at 50° C. for 7 hours. The reaction mixture was then left for cooling to room temperature and poured into a saturated aqueous ammonium chloride solution, which was extracted three times with chloroform. The chloroform layers were combined, washed with diluted hydrochloric acid and then with water, and drie... The yield is 67.6%. Yields the product FC1=C(COC2=NC=NC(=C2)OCC#CC)C=CC=C1F (4-(2,3-difluorobenzyloxy)-6-(2-butynyloxy)pyrimidine). Starting materials: solution, [H-].C(C(C)C)[Al+]CC(C)C (diisobutylaluminum hydride), COC(=O)C1=CC=C(C(=N1)I)OC (2-iodo-3-methoxypyridine-6-carboxylic acid methyl ester), C(C)(C)O (isopropanol), O (water). The solvent is C1(=CC=CC=C1)C (toluene), C1(=CC=CC=C1)C (toluene), O1CCCC1 (tetrahydrofuran). Run at temperature -70 celsius, time 30 minute. Yields the product OCC1=CC=C(C(=N1)I)OC (6-hydroxymethyl-2-iodo-3-methoxypyridine). Yield: 103.3%. As a reaction SMILES: [H-].C([Al+]CC(C)C)C(C)C.C[O:12][C:13]([C:15]1[N:20]=[C:19]([I:21])[C:18]([O:22][CH3:23])=[CH:17][CH:16]=1)=O.C(O)(C)C.O>C1(C)C=CC=CC=1.O1CCCC1>[OH:12][CH2:13][C:15]1[N:20]=[C:19]([I:21])[C:18]([O:22][CH3:23])=[CH:17][CH:16]=1 |f:0.1|. Reported procedure: 40 ml of a 25% solution of diisobutylaluminum hydride in toluene is added drop by drop to a solution of 7 g of 2-iodo-3-methoxypyridine-6-carboxylic acid methyl ester in 95 ml of toluene and 50 ml of tetrahydrofuran at -70° C. The reaction mixture is stirred for 30 minutes at -70° C., heated to -5° C. within two hours and stirred for 2 hours at this temperature. The reaction mixture is cooled to -70° C., mixed in succession with 20 ml of isopropanol and 20 ml of water and stirred for three hours... Starting materials: FC(C(=O)O)(F)F (2,2,2-Trifluoroacetic acid), ClC1=NC(=C2C(=N1)N(N=C2)C2OCCCC2)C=2C=C(C=CC2)NC(C=C)=O (N-(3-(6-chloro-1-(tetrahydro-2H-pyran-2-yl)-1H-pyrazolo[3,4-d]pyrimidin-4-yl)phenyl)acrylamide). Run in C(Cl)Cl (CH2Cl2). Run at time 16 hour. Product: ClC1=NC(=C2C(=N1)NN=C2)C=2C=C(C=CC2)NC(C=C)=O (N-(3-(6-chloro-1H-pyrazolo[3,4-D]pyrimidin-4-yl)phenyl)acrylamide). Reaction SMILES: FC(F)(F)C(O)=O.[Cl:8][C:9]1[N:14]=[C:13]2[N:15](C3CCCCO3)[N:16]=[CH:17][C:12]2=[C:11]([C:24]2[CH:25]=[C:26]([NH:30][C:31](=[O:34])[CH:32]=[CH2:33])[CH:27]=[CH:28][CH:29]=2)[N:10]=1>C(Cl)Cl>[Cl:8][C:9]1[N:14]=[C:13]2[NH:15][N:16]=[CH:17][C:12]2=[C:11]([C:24]2[CH:25]=[C:26]([NH:30][C:31](=[O:34])[CH:32]=[CH2:33])[CH:27]=[CH:28][CH:29]=2)[N:10]=1. Reported procedure: 2,2,2-Trifluoroacetic acid (0.40 mL, 5.218 mmol) was added to a solution of N-(3-(6-chloro-1-(tetrahydro-2H-pyran-2-yl)-1H-pyrazolo[3,4-d]pyrimidin-4-yl)phenyl)acrylamide (20 mg, 0.052 mmol) in CH2Cl2 (4 mL) and the reaction mixture was stirred for 16 h at room temperature. The solvent was then removed in vacuo. The residue was purified by flash chromatography (6% CH3OH/CH2Cl2) to yield the title compound as an off white solid. 1H NMR (400 MHz, CDCl3): δ 8.72 (s, 1H), 8.59 (s, 1H), 8.01 (d, 1H, ... Reactants: CC(=O)O[BH-](OC(C)=O)OC(C)=O, NNC(=O)OCc1ccccc1, CC(=O)O, ClCCl, [Na+], CC(C)(C)OC(=O)N1CCC(=O)CC1, O. Yields the product CC(C)(C)OC(=O)N1CCC(NNC(=O)OCc2ccccc2)CC1. As a reaction SMILES: [C:30]([O:31][BH-:32]([O:33][C:34](=[O:35])[CH3:36])[O:37][C:38](=[O:39])[CH3:40])(=[O:41])[CH3:42].[CH2:15]([c:16]1[cH:17][cH:18][cH:19][cH:20][cH:21]1)[O:22][C:23](=[O:24])[NH:25][NH2:26].[CH3:45][C:46](=[O:47])[OH:48].[Cl:27][CH2:28][Cl:29].[Na+:43].[O:1]=[C:2]1[CH2:3][CH2:4][N:5]([C:8](=[O:9])[O:10][C:11]([CH3:12])([CH3:13])[CH3:14])[CH2:6][CH2:7]1.[OH2:44]>>[CH:2]1([NH:26][NH:25][C:23]([O:22][CH2:15][c:16]2[cH:17][cH:18][cH:19][cH:20][cH:21]2)=[O:24])[CH2:3][CH2:4][N:5]([C:8](=[O:9])[O:10][C:11]([CH3:12])([CH3:13])[CH3:14])[CH2:6][CH2:7]1. Starting materials: FC1=CC=C(C=C1)C=1[C@@H](CNCC1)N1C(C2=CC=CC=C2C1=O)=O ((S)-2-[4-(4-fluorophenyl)-1,2,3,6-tetrahydropyridin-3-yl]isoindoline-1,3-dione), O.NN (hydrazine monohydrate), resultant mixture. Solvent: C(C)O (ethanol). The product is FC1=CC=C(C=C1)C=1[C@@H](CNCC1)N ((S)-4-(4-Fluorophenyl)-1,2,3,6-tetrahydropyridin-3-amine). Yield: 59.5%. RXN SMILES: [F:1][C:2]1[CH:7]=[CH:6][C:5]([C:8]2[C@H:9]([N:14]3C(=O)C4C(=CC=CC=4)C3=O)[CH2:10][NH:11][CH2:12][CH:13]=2)=[CH:4][CH:3]=1.O.NN>C(O)C>[F:1][C:2]1[CH:7]=[CH:6][C:5]([C:8]2[C@H:9]([NH2:14])[CH2:10][NH:11][CH2:12][CH:13]=2)=[CH:4][CH:3]=1 |f:1.2|. Procedure details: To an ethanol solution (1.0 mL) of (S)-2-[4-(4-fluorophenyl)-1,2,3,6-tetrahydropyridin-3-yl]isoindoline-1,3-dione (170 mg, 0.402 mmol) synthesized in Reference Synthesis Example 210, hydrazine monohydrate (150 mg, 3.00 mmol) was added and the resultant mixture was stirred under reflux by heating for 2 hours. After completion of the reaction, the reaction solution was filtered and the filtrate was concentrated under reduced pressure. Ethyl acetate was added to the obtained residue and the resulta... The reactants are [N+](=O)([O-])C1=C(C(=O)C2(OC(C)=O)[C@H](N)[C@@H](OC(C)=O)[C@H](OC(C)=O)[C@H](O2)COC(C)=O)C=CC(=C1)C1=C(C=C(C=C1I)I)I (2-nitro-4-(2′,4′,6′-triiodophenyl)-benzoyl-1,3,4,6-tetra-O-acetyl-D-glucosamine), stannous chloride, Cl (hydrochloric acid). The product is NC1=C(C(=O)C2(O)[C@H](N)[C@@H](O)[C@H](O)[C@H](O2)CO)C=CC(=C1)C1=C(C=C(C=C1I)I)I (2-Amino-4-(2′,4′,6′-triiodophenyl)-benzoyl-D-glucosamine). RXN SMILES: [N+:1]([C:4]1[CH:35]=[C:34]([C:36]2[C:41]([I:42])=[CH:40][C:39]([I:43])=[CH:38][C:37]=2[I:44])[CH:33]=[CH:32][C:5]=1[C:6]([C:8]1([O:26][C@H:25]([CH2:27][O:28]C(=O)C)[C@@H:20]([O:21]C(=O)C)[C@H:15]([O:16]C(=O)C)[C@H:13]1[NH2:14])[O:9]C(=O)C)=[O:7])([O-])=O.Cl>>[NH2:1][C:4]1[CH:35]=[C:34]([C:36]2[C:37]([I:44])=[CH:38][C:39]([I:43])=[CH:40][C:41]=2[I:42])[CH:33]=[CH:32][C:5]=1[C:6]([C:8]1([O:26][C@H:25]([CH2:27][OH:28])[C@@H:20]([OH:21])[C@H:15]([OH:16])[C@H:13]1[NH2:14])[OH:9])=[O:7]. Reported procedure: 4-iodotoluene is reacted with picryl chloride in the presence of copper bronze at 215° C. to yield 2′,4′,6′-trinitro-4-methylbiphenyl (1). C 7 ⁢ H 7 ⁢ I + C 6 ⁢ H 2 ⁢ Cl ⁢ N 3 ⁢   ⁢ O 6 ⁢ → Δ Cu ⁢ C 13 ⁢ H 9 ⁢ I 3 ⁢ N 3 ⁢   ⁢ O 6 2′,4′,6′-trinitro-4-methylbiphenyl (1) is reacted with stannous chloride and hydrochloric acid to yield 2′,4′,6′-triamino-4-methylbiphenyl (2). C 13 ⁢ H 9 ⁢ N 3 ⁢   ⁢ O 6 ⁢ → H ⁢   ⁢ Cl Sn ⁢   ⁢ Cl 2 ⁢ C 13 ⁢ H 15 ⁢ N 3 2′,4′,6′-triamino-4-methylbiphenyl (2) is reacted ... Reactants: COC(=O)c1cc(-c2ccc(SC)cc2)n[nH]c1=O, ClCC1CC1. As a reaction SMILES: [CH3:1][O:2][C:3](=[O:4])[c:5]1[c:6](=[O:19])[nH:7][n:8][c:9](-[c:11]2[cH:12][cH:13][c:14]([S:17][CH3:18])[cH:15][cH:16]2)[cH:10]1.[Cl:20][CH2:21][CH:22]1[CH2:23][CH2:24]1>>[CH3:1][O:2][C:3](=[O:4])[c:5]1[c:6](=[O:19])[n:7]([CH2:21][CH:22]2[CH2:23][CH2:24]2)[n:8][c:9](-[c:11]2[cH:12][cH:13][c:14]([S:17][CH3:18])[cH:15][cH:16]2)[cH:10]1. Yields the product COC(=O)c1cc(-c2ccc(SC)cc2)nn(CC2CC2)c1=O. Starting materials: O=C(OCc1ccccc1)N1CCCC1c1nc(-c2ccccc2)c(-c2ccccc2)o1, CCO. The product is c1ccc(-c2nc(C3CCCN3)oc2-c2ccccc2)cc1. As a reaction SMILES: [CH2:1]([O:2][C:3](=[O:4])[N:11]1[CH:12]([c:16]2[o:17][c:18](-[c:27]3[cH:28][cH:29][cH:30][cH:31][cH:32]3)[c:19](-[c:21]3[cH:22][cH:23][cH:24][cH:25][cH:26]3)[n:20]2)[CH2:13][CH2:14][CH2:15]1)[c:5]1[cH:6][cH:7][cH:8][cH:9][cH:10]1.[CH3:33][CH2:34][OH:35]>>[NH:11]1[CH:12]([c:16]2[o:17][c:18](-[c:27]3[cH:28][cH:29][cH:30][cH:31][cH:32]3)[c:19](-[c:21]3[cH:22][cH:23][cH:24][cH:25][cH:26]3)[n:20]2)[CH2:13][CH2:14][CH2:15]1.